From a dataset of the Open Reaction Database (ORD), a public repository of structured organic reaction records. describe an organic reaction: reactants, conditions, products, and yield The reactants are Cc1ccccc1, Cn1cnc(-c2cc3nccc(Cl)c3s2)c1, Nc1ccc([N+](=O)[O-])cc1F, [K+], [K+], [K+], O=C(C=Cc1ccccc1)C=Cc1ccccc1, O=C(C=Cc1ccccc1)C=Cc1ccccc1, O=C(C=Cc1ccccc1)C=Cc1ccccc1, O=P([O-])([O-])[O-], [Pd], [Pd]. Product: Cn1cnc(-c2cc3nccc(Nc4ccc([N+](=O)[O-])cc4F)c3s2)c1. As a reaction SMILES: [CH3:36][c:37]1[cH:38][cH:39][cH:40][cH:41][cH:42]1.[Cl:1][c:2]1[c:3]2[c:4]([n:5][cH:6][cH:7]1)[cH:8][c:9](-[c:11]1[n:12][cH:13][n:14]([CH3:16])[cH:15]1)[s:10]2.[F:17][c:18]1[c:19]([NH2:20])[cH:21][cH:22][c:23]([N+:25](=[O:26])[O-:27])[cH:24]1.[K+:33].[K+:34].[K+:35].[O:45]=[C:46]([CH:47]=[CH:48][c:49]1[cH:50][cH:51][cH:52][cH:53][cH:54]1)[CH:55]=[CH:56][c:57]1[cH:58][cH:59][cH:60][cH:61][cH:62]1.[O:63]=[C:64]([CH:65]=[CH:66][c:67]1[cH:68][cH:69][cH:70][cH:71][cH:72]1)[CH:73]=[CH:74][c:75]1[cH:76][cH:77][cH:78][cH:79][cH:80]1.[O:81]=[C:82]([CH:83]=[CH:84][c:85]1[cH:86][cH:87][cH:88][cH:89][cH:90]1)[CH:91]=[CH:92][c:93]1[cH:94][cH:95][cH:96][cH:97][cH:98]1.[P:28]([O-:29])([O-:30])([O-:31])=[O:32].[Pd:43].[Pd:44]>>[c:2]1([NH:20][c:19]2[c:18]([F:17])[cH:24][c:23]([N+:25](=[O:26])[O-:27])[cH:22][cH:21]2)[c:3]2[c:4]([n:5][cH:6][cH:7]1)[cH:8][c:9](-[c:11]1[n:12][cH:13][n:14]([CH3:16])[cH:15]1)[s:10]2. The reactants are C1CCOC1, CCO, Cl, [Na+], [OH-], COC(=O)CCC#Cc1ccc(C(=C2CC(C)(C)CC(C)(C)C2)c2ccc(O)cc2)cc1. Product: CC1(C)CC(=C(c2ccc(O)cc2)c2ccc(C#CCCC(=O)O)cc2)CC(C)(C)C1. RXN SMILES: [CH2:39]1[O:40][CH2:41][CH2:42][CH2:43]1.[CH3:36][CH2:37][OH:38].[ClH:35].[Na+:34].[OH-:33].[OH:1][c:2]1[cH:3][cH:4][c:5]([C:8]([c:9]2[cH:10][cH:11][c:12]([C:15]#[C:16][CH2:17][CH2:18][C:19](=[O:20])[O:21][CH3:22])[cH:13][cH:14]2)=[C:23]2[CH2:24][C:25]([CH3:31])([CH3:32])[CH2:26][C:27]([CH3:29])([CH3:30])[CH2:28]2)[cH:6][cH:7]1>>[OH:1][c:2]1[cH:3][cH:4][c:5]([C:8]([c:9]2[cH:10][cH:11][c:12]([C:15]#[C:16][CH2:17][CH2:18][C:19](=[O:20])[OH:21])[cH:13][cH:14]2)=[C:23]2[CH2:24][C:25]([CH3:31])([CH3:32])[CH2:26][C:27]([CH3:29])([CH3:30])[CH2:28]2)[cH:6][cH:7]1. The reactants are NC1=CC=C(C2=CC3=CC=CC=C3C=C12)[N+](=O)[O-] (1-amino-4-nitroanthracene), NC1=CC=C(C2=CC=CC=C12)[N+](=O)[O-] (1-amino-4-nitronaphthalene). The product is CC1(NC=2C=CC=C3C(=CC=C(N1)C23)N=NC2=CC=C(C3=CC1=CC=CC=C1C=C23)[N+](=O)[O-])C (2,3-Dihydro-2,2-Dimethyl-6-(4-Nitroanthrylazo)Perimidine). Reaction SMILES: [NH2:1][C:2]1[C:15]2[C:6](=[CH:7][C:8]3[C:13]([CH:14]=2)=[CH:12][CH:11]=[CH:10][CH:9]=3)[C:5]([N+:16]([O-:18])=[O:17])=[CH:4][CH:3]=1.[NH2:19][C:20]1[C:29]2[C:24](=[CH:25][CH:26]=[CH:27][CH:28]=2)[C:23]([N+:30]([O-])=O)=[CH:22][CH:21]=1>>[CH3:3][C:2]1([CH3:15])[NH:30][C:23]2[C:24]3[C:29]([C:20]([N:19]=[N:1][C:2]4[C:15]5[C:6](=[CH:7][C:8]6[C:13]([CH:14]=5)=[CH:12][CH:11]=[CH:10][CH:9]=6)[C:5]([N+:16]([O-:18])=[O:17])=[CH:4][CH:3]=4)=[CH:21][CH:22]=2)=[CH:28][CH:27]=[CH:26][C:25]=3[NH:1]1. Procedure details: In the manner described in Example 8, substituting 12.0 grams of 1-amino-4-nitroanthracene for the 1-amino-4-nitronaphthalene, the desired compound is obtained. The reactants are FC1=C(C=O)C(=CC=C1)OC (2-fluoro-6-methoxybenzaldehyde), ClC=1C=C(C(=NC1)I)[N+](=O)[O-] (5-chloro-2-iodo-3-nitro-pyridine). The product is NC=1C(=NC=C(C1)Cl)C(=O)C1=C(C=CC=C1OC)F ((3-Amino-5-chloro-pyridin-2-yl)-(2-fluoro-6-methoxy-phenyl)-methanone). RXN SMILES: [F:1][C:2]1[CH:9]=[CH:8][CH:7]=[C:6]([O:10][CH3:11])[C:3]=1[CH:4]=[O:5].[Cl:12][C:13]1[CH:14]=[C:15]([N+:20]([O-])=O)[C:16](I)=[N:17][CH:18]=1>>[NH2:20][C:15]1[C:16]([C:4]([C:3]2[C:6]([O:10][CH3:11])=[CH:7][CH:8]=[CH:9][C:2]=2[F:1])=[O:5])=[N:17][CH:18]=[C:13]([Cl:12])[CH:14]=1. Reported procedure: (3-Amino-5-chloro-pyridin-2-yl)-(2-fluoro-6-methoxy-phenyl)-methanone was prepared from 2-fluoro-6-methoxybenzaldehyde and 5-chloro-2-iodo-3-nitro-pyridine in three steps according to the General Procedure C. MS m/z: 281.0 (M+Na). The reactants are Cl (hydrochloric acid), C([O-])(O)=O.[Na+] (sodium bicarbonate), C(C)(C)(C)[Li] (tert-Butyl Lithium), ClC=1C=CC(=NC1)C1=CC=CC=C1 (5-chloro-2-phenylpyridine). Solvent: O1CCCC1 (tetrahydrofuran), CN(C=O)C (N,N-Dimethylformamide). Reaction conditions: time 1 hour. Yields the product ClC=1C(=NC(=CC1)C1=CC=CC=C1)CO (3-chloro-6-phenyl-2-pyridylmethanol). Yield: 43.0%. As a reaction SMILES: C([Li])(C)(C)C.[Cl:6][C:7]1[CH:8]=[CH:9][C:10]([C:13]2[CH:18]=[CH:17][CH:16]=[CH:15][CH:14]=2)=[N:11][CH:12]=1.Cl.[C:20](=O)(O)[O-:21].[Na+]>O1CCCC1.CN(C)C=O>[Cl:6][C:7]1[C:12]([CH2:20][OH:21])=[N:11][C:10]([C:13]2[CH:18]=[CH:17][CH:16]=[CH:15][CH:14]=2)=[CH:9][CH:8]=1 |f:3.4|. Reported procedure: tert-Butyl Lithium (1.7M pentane solution, 15 ml) was added slowly to a solution of 5-chloro-2-phenylpyridine (4.70 g) in tetrahydrofuran (50 ml) at −78° C. under a nitrogen atmosphere, which was stirred for 1 hour. N,N-Dimethylformamide (2.3 ml) was added to the mixture slowly, which was stirred for 1 hour while raising the temperature to room temperature. After addition of dilute hydrochloric acid the mixture was stirred at room temperature for 30 minutes. The reaction mixture was neutralized ... The reactants are NC[C@@H]1[C@H]2C[C@H]2CN1C(=O)C=1N=C(SC1C1=CC(=CC=C1)Cl)C (((1S,2S,5R)-2-Aminomethyl-3-aza-bicyclo[3.1.0]hex-3-yl)-[5-(3-chloro-phenyl)-2-methyl-thiazol-4-yl]-methanone), ClC=1C=C(C(=O)O)C=CC1 (3-Chloro-benzoic acid). Product: ClC=1C=C(C(=O)NC[C@@H]2[C@H]3C[C@H]3CN2C(=O)C=2N=C(SC2C2=CC(=CC=C2)Cl)C)C=CC1 (3-Chloro-N-{(1S,2S,5R)-3-[5-(3-chloro-phenyl)-2-methyl-thiazole-4-carbonyl]-3-aza-bicyclo[3.1.0]hex-2-ylmethyl}-benzamide). As a reaction SMILES: [NH2:1][CH2:2][C@H:3]1[N:8]([C:9]([C:11]2[N:12]=[C:13]([CH3:23])[S:14][C:15]=2[C:16]2[CH:21]=[CH:20][CH:19]=[C:18]([Cl:22])[CH:17]=2)=[O:10])[CH2:7][C@H:6]2[C@@H:4]1[CH2:5]2.[Cl:24][C:25]1[CH:26]=[C:27]([CH:31]=[CH:32][CH:33]=1)[C:28](O)=[O:29]>>[Cl:24][C:25]1[CH:26]=[C:27]([CH:31]=[CH:32][CH:33]=1)[C:28]([NH:1][CH2:2][C@H:3]1[N:8]([C:9]([C:11]2[N:12]=[C:13]([CH3:23])[S:14][C:15]=2[C:16]2[CH:21]=[CH:20][CH:19]=[C:18]([Cl:22])[CH:17]=2)=[O:10])[CH2:7][C@H:6]2[C@@H:4]1[CH2:5]2)=[O:29]. Reported procedure: prepared by reaction of ((1S,2S,5R)-2-Aminomethyl-3-aza-bicyclo[3.1.0]hex-3-yl)-[5-(3-chloro-phenyl)-2-methyl-thiazol-4-yl]-methanone with 3-Chloro-benzoic acid.